This data is from the Open Reaction Database (ORD), a public repository of structured organic reaction records. The task is: describe an organic reaction: reactants, conditions, products, and yield Reactants: FC(C(=O)O)(F)F (Trifluoroacetic acid), C(C1=CC=CC=C1)N([Si](C)(C)C)COC (N-benzyl-N-(methoxymethyl)-N-trimethylsilylamine), C1(C=CCO1)=O (γ-crotonolactone). Run in 1,2-dichloromethane, C([O-])(O)=O.[Na+] (sodium bicarbonate). Run at time 4 hour. Yields the product C(C1=CC=CC=C1)N1C[C@H]2COC([C@H]2C1)=O ((1R*,5S*)-7-Benzyl-3-oxa-7-azabicyclo[3.3.0]octan-2-one). As a reaction SMILES: F[C:2](F)(F)[C:3]([OH:5])=[O:4].[CH2:8]([N:15]([CH2:20]OC)[Si](C)(C)C)[C:9]1[CH:14]=[CH:13][CH:12]=[CH:11][CH:10]=1.[C:23]1(=O)OC[CH:25]=[CH:24]1>C(=O)(O)[O-].[Na+]>[CH2:8]([N:15]1[CH2:20][C@H:2]2[C@H:24]([CH2:25][O:5][C:3]2=[O:4])[CH2:23]1)[C:9]1[CH:14]=[CH:13][CH:12]=[CH:11][CH:10]=1 |f:3.4|. Procedure: Trifluoroacetic acid (0.136 mL) was added to a solution of N-benzyl-N-(methoxymethyl)-N-trimethylsilylamine (43.9 g, 185 mmol) and γ-crotonolactone (12.5 g, 176 mmol) in 1,2-dichloromethane (176 mL), and the mixture was stirred in a nitrogen atmosphere at room temperature for four hours. A saturated sodium bicarbonate solution (250 mL) was added to the reaction solution, followed by extraction with chloroform (200 mL×2). The organic layer was washed with brine (400 mL) and dried over anhydrous s... Reactants: CC(C)(C)OC(=O)Nc1cc(Cl)c(C(F)(F)F)cc1[N+](=O)[O-], C=CB(O)O, [K+], [K+], O=C([O-])[O-], C1COCCO1, O, c1ccc(P(c2ccccc2)(c2ccccc2)[Pd](P(c2ccccc2)(c2ccccc2)c2ccccc2)(P(c2ccccc2)(c2ccccc2)c2ccccc2)P(c2ccccc2)(c2ccccc2)c2ccccc2)cc1. Product: C=Cc1cc(NC(=O)OC(C)(C)C)c([N+](=O)[O-])cc1C(F)(F)F. Reaction SMILES: [C:1]([CH3:2])([CH3:3])([CH3:4])[O:5][C:6]([NH:7][c:8]1[c:9]([N+:19](=[O:20])[O-:21])[cH:10][c:11]([C:15]([F:16])([F:17])[F:18])[c:12]([Cl:14])[cH:13]1)=[O:22].[CH:23](=[CH2:24])[B:25]([OH:26])[OH:27].[K+:28].[K+:29].[O-:30][C:31]([O-:32])=[O:33].[O:35]1[CH2:36][CH2:37][O:38][CH2:39][CH2:40]1.[OH2:34].[cH:41]1[cH:42][cH:43][c:44]([P:45]([Pd:46]([P:47]([c:48]2[cH:49][cH:50][cH:51][cH:52][cH:53]2)([c:54]2[cH:55][cH:56][cH:57][cH:58][cH:59]2)[c:60]2[cH:61][cH:62][cH:63][cH:64][cH:65]2)([P:66]([c:67]2[cH:68][cH:69][cH:70][cH:71][cH:72]2)([c:73]2[cH:74][cH:75][cH:76][cH:77][cH:78]2)[c:79]2[cH:80][cH:81][cH:82][cH:83][cH:84]2)[P:85]([c:86]2[cH:87][cH:88][cH:89][cH:90][cH:91]2)([c:92]2[cH:93][cH:94][cH:95][cH:96][cH:97]2)[c:98]2[cH:99][cH:100][cH:101][cH:102][cH:103]2)([c:104]2[cH:105][cH:106][cH:107][cH:108][cH:109]2)[c:110]2[cH:111][cH:112][cH:113][cH:114][cH:115]2)[cH:116][cH:117]1>>[C:1]([CH3:2])([CH3:3])([CH3:4])[O:5][C:6]([NH:7][c:8]1[c:9]([N+:19](=[O:20])[O-:21])[cH:10][c:11]([C:15]([F:16])([F:17])[F:18])[c:12]([CH:23]=[CH2:24])[cH:13]1)=[O:22]. Reactants: O (water), ClC1=CC(=CC=C1)C(=O)OO (m-chloroperbenzoic acid), C1(=CC=CC=C1)C (toluene), CC1=C(C(=C(C=C1C)C)CC(=C)C)O (2,3,5-trimethyl-6-(2-methylprop-2-en-1-yl)phenol). The solvent is C(C)(=O)OCC (ethyl acetate). Conditions: time 15 hour. Yields the product CC1(OC2=C(C1)C(=CC(=C2C)C)C)CO ((2,4,6,7-tetramethyl-2,3-dihydro-1-benzofuran-2-yl)methanol). The yield is 38.7%. Reaction SMILES: ClC1C=CC=C(C(OO)=[O:9])C=1.C1(C)C=CC=CC=1.[CH3:19][C:20]1[C:25]([CH3:26])=[CH:24][C:23]([CH3:27])=[C:22]([CH2:28][C:29]([CH3:31])=[CH2:30])[C:21]=1[OH:32].O>C(OCC)(=O)C>[CH3:30][C:29]1([CH2:31][OH:9])[CH2:28][C:22]2[C:23]([CH3:27])=[CH:24][C:25]([CH3:26])=[C:20]([CH3:19])[C:21]=2[O:32]1. Reported procedure: 70% m-chloroperbenzoic acid (1.95 g, 7.89 mmol) was added to a solution of toluene (18 mL) containing 2,3,5-trimethyl-6-(2-methylprop-2-en-1-yl)phenol (1.00 g, 5.26 mmol) synthesized in Reference Example 2, and the mixture was stirred at room temperature for 15 hours. The resulting mixture was poured into water, and extraction was performed using ethyl acetate. The extract was washed with 5% sodium sulfite aqueous solution, saturated sodium bicarbonate water and saturated saline, and dried using... Starting materials: Cc1ccc(C(=CC=CC(=O)Oc2ccc([N+](=O)[O-])cc2)c2ccc(C)cc2)cc1, C1CCOC1, NCCCCc1cccnc1. Yields the product Cc1ccc(C(=CC=CC(=O)NCCCCc2cccnc2)c2ccc(C)cc2)cc1. Reaction SMILES: [N+:1]([c:2]1[cH:3][cH:4][c:5]([O:6][C:11]([CH:12]=[CH:13][CH:14]=[C:15]([c:16]2[cH:17][cH:18][c:19]([CH3:22])[cH:20][cH:21]2)[c:23]2[cH:24][cH:25][c:26]([CH3:29])[cH:27][cH:28]2)=[O:30])[cH:7][cH:8]1)([O-:9])=[O:10].[O:42]1[CH2:43][CH2:44][CH2:45][CH2:46]1.[n:31]1[cH:32][c:33]([CH2:37][CH2:38][CH2:39][CH2:40][NH2:41])[cH:34][cH:35][cH:36]1>>[C:11]([CH:12]=[CH:13][CH:14]=[C:15]([c:16]1[cH:17][cH:18][c:19]([CH3:22])[cH:20][cH:21]1)[c:23]1[cH:24][cH:25][c:26]([CH3:29])[cH:27][cH:28]1)(=[O:30])[NH:41][CH2:40][CH2:39][CH2:38][CH2:37][c:33]1[cH:32][n:31][cH:36][cH:35][cH:34]1. Reactants: CSC1=NC=NC=C1C1C(CC2=CC=CC=C12)(C)C (4-methylthio-5-(2,2-dimethylindan-1-yl)pyrimidine), C[S-].[Na+] (sodium methanethiolate), Cl (hydrochloric acid). Run in CN(C=O)C (N,N-dimethylformamide). Run at time 1.5 hour. The product is SC1=NC=NC=C1C1C(CC2=CC=CC=C12)(C)C (4-Mercapto-5-(2,2-dimethylindan-1-yl)pyrimidine). RXN SMILES: C[S:2][C:3]1[C:8]([CH:9]2[C:17]3[C:12](=[CH:13][CH:14]=[CH:15][CH:16]=3)[CH2:11][C:10]2([CH3:19])[CH3:18])=[CH:7][N:6]=[CH:5][N:4]=1.C[S-].[Na+].Cl>CN(C)C=O>[SH:2][C:3]1[C:8]([CH:9]2[C:17]3[C:12](=[CH:13][CH:14]=[CH:15][CH:16]=3)[CH2:11][C:10]2([CH3:19])[CH3:18])=[CH:7][N:6]=[CH:5][N:4]=1 |f:1.2|. Procedure: A mixture of 1.0 g (0.004 mol) of 4-methylthio-5-(2,2-dimethylindan-1-yl)pyrimidine and 1.4 g of sodium methanethiolate in 10 mL of N,N-dimethylformamide was prepared and heated to reflux with stirring for 1.5 hr. The mixture was cooled and was then added to 20 mL of 2N aqueous hydrochloric acid with stirring. The mixture obtained was extracted with 30 mL of ethyl acetate and the resulting organic solution was washed with water and then saturated aqueous sodium chloride. It was then dried over s... Reactants: C(C=C)(=O)[O-] (acrylate), aqueous solution, styrene-maleic anhydride copolymer, N1=C(N)N=C(N)N=C1N (melamine), C=O (formaldehyde), [OH-].[Na+] (sodium hydroxide), C(C)N(C1=CC(=C(C=C1)C1(OC(=O)C2=CC=CN=C12)C1=C(N(C2=CC=CC=C12)CC)C)OCC)CC (3-(4-diethylamino-2-ethoxyphenyl)-3-(1-ethyl-2-methylindole-3-yl)-4-azaphthalide), benzoinethyl ether, [OH-].[Na+] (sodium hydroxide). Solvent: O (water). Conditions: temperature 60 celsius, time 15 minute. Product: N1=C(N)N=C(N)N=C1N.C=O (melamine formalin). RXN SMILES: [C:1]([O-])(=[O:4])C=C.C(N(CC)C1C=CC(C2(C3C4C(=CC=CC=4)N(CC)C=3C)C3C(=CC=CN=3)C(=O)O2)=C(OCC)C=1)C.[OH-].[Na+].[N:44]1[C:51]([NH2:52])=[N:50][C:48]([NH2:49])=[N:47][C:45]=1[NH2:46].C=O>O>[N:44]1[C:51]([NH2:52])=[N:50][C:48]([NH2:49])=[N:47][C:45]=1[NH2:46].[CH2:1]=[O:4] |f:2.3,7.8|. Reported procedure: 80 parts of an oligoester acrylate type photosetting resin (trade name "Aronix" available from Toagosei Checmical Industries Co., Ltd.) in which 2.4 parts of 3-(4-diethylamino-2-ethoxyphenyl)-3-(1-ethyl-2-methylindole-3-yl)-4-azaphthalide, used as electron donative compound serving as reactant, and 0.2 part of benzoinethyl ether were dissolved was emulsified in 100 parts of a 5% aqueous solution (pH 4.0) of a styrene-maleic anhydride copolymer and a minority of sodium hydroxide. On the other han...